This data is from the Open Reaction Database (ORD), a public repository of structured organic reaction records. The task is: describe an organic reaction: reactants, conditions, products, and yield Starting materials: COC1=C(CC#N)C=CC=C1 (o-methoxybenzyl cyanide), CN(C=O)C (dimethylformamide), CI (methyl iodide), [H-].[Na+] (sodium hydride). Yields the product COC1=C(C(C)(C)C#N)C=CC=C1 (2-Methoxy-α,α-dimethylbenzylcyanide). Yield: 85.0%. RXN SMILES: [CH3:1][O:2][C:3]1[CH:11]=[CH:10][CH:9]=[CH:8][C:4]=1[CH2:5][C:6]#N.[CH3:12]I.[H-].[Na+].C[N:17]([CH3:20])C=O>>[CH3:1][O:2][C:3]1[CH:11]=[CH:10][CH:9]=[CH:8][C:4]=1[C:5]([C:20]#[N:17])([CH3:12])[CH3:6] |f:2.3|. Procedure details: By a method analogous to that of Example 3(a), o-methoxybenzyl cyanide was methylated with methyl iodide and sodium hydride in dimethylformamide to give the desired compound in 85% yield. The reactants are ClC=1C=CC2=C(CCCCN2C(C2=CN=C(C=C2)NC(C2=C(C=CC=C2)OCCN2C(C=3C(C2=O)=CC=CC3)=O)=O)=O)C1 (7-chloro-1-{6-[2-(2-phthalimidoethoxy)benzoyl-amino]nicotinoyl}-2,3,4,5-tetrahydro-1H-benzazepine), O.NN (hydrazine monohydrate), Cl (hydrochloric acid), O (water). The solvent is C(C)O (ethanol). Yields the product ClC=1C=CC2=C(CCCCN2C(C2=CN=C(C=C2)NC(C2=C(C=CC=C2)OCCN)=O)=O)C1 (7-chloro-1-{6-[2-(2-aminoethoxy)benzoylamino]nicotinoyl}-2,3,4,5-tetrahydro-1H-benzazepine). Isolated yield 56.3%. RXN SMILES: [Cl:1][C:2]1[CH:3]=[CH:4][C:5]2[N:11]([C:12](=[O:42])[C:13]3[CH:18]=[CH:17][C:16]([NH:19][C:20](=[O:41])[C:21]4[CH:26]=[CH:25][CH:24]=[CH:23][C:22]=4[O:27][CH2:28][CH2:29][N:30]4C(=O)C5=CC=CC=C5C4=O)=[N:15][CH:14]=3)[CH2:10][CH2:9][CH2:8][CH2:7][C:6]=2[CH:43]=1.O.NN.O.Cl>C(O)C>[Cl:1][C:2]1[CH:3]=[CH:4][C:5]2[N:11]([C:12](=[O:42])[C:13]3[CH:18]=[CH:17][C:16]([NH:19][C:20](=[O:41])[C:21]4[CH:26]=[CH:25][CH:24]=[CH:23][C:22]=4[O:27][CH2:28][CH2:29][NH2:30])=[N:15][CH:14]=3)[CH2:10][CH2:9][CH2:8][CH2:7][C:6]=2[CH:43]=1 |f:1.2|. Reported procedure: To a solution of 7-chloro-1-{6-[2-(2-phthalimidoethoxy)benzoyl-amino]nicotinoyl}-2,3,4,5-tetrahydro-1H-benzazepine (0.25 g)in ethanol (5 ml) is added hydrazine monohydrate (0.03 ml), and the mixture is refluxed for one hour, and cooled. To the mixture is added water, and the mixture is made acidic with diluted hydrochloric acid, and washed with diethyl ether. The aqueous layer is made basic with aqueous sodium hydroxide solution, and extracted with dichloromethane. The extract is washed with wat... Reactants: [OH-].[K+] (KOH), NC=1C=C(C=CC1)C(C)=O (m-aminoacetophenone), NC1=NC(=CC(=N1)Cl)C (2-amino-4-chloro-6-methylpyrimidine), Cl (HCl). The solvent is O (water). The product is C(C)(=O)C=1C=C(C=CC1)NC1=NC(=NC(=C1)C)N (4-(3-acetylphenyl)amino-2-amino-6-methylpyrimidine). Yield: 78.5%. Reaction SMILES: [NH2:1][C:2]1[CH:3]=[C:4]([C:8](=[O:10])[CH3:9])[CH:5]=[CH:6][CH:7]=1.[NH2:11][C:12]1[N:17]=[C:16](Cl)[CH:15]=[C:14]([CH3:19])[N:13]=1.Cl.[OH-].[K+]>O>[C:8]([C:4]1[CH:3]=[C:2]([NH:1][C:16]2[CH:15]=[C:14]([CH3:19])[N:13]=[C:12]([NH2:11])[N:17]=2)[CH:7]=[CH:6][CH:5]=1)(=[O:10])[CH3:9] |f:3.4|. Reported procedure: Compound No. 15: A suspension of m-aminoacetophenone (2.7 g) and 2-amino-4-chloro-6-methylpyrimidine (2.87 g) in 40 mL water was treated with 1.7 mL concentrated HCl and heated at reflux for 1 hour. Addition of 40 mL 1N KOH gave a light buff solid, which was filtered out and dried to give 3.8 g 4-(3-acetylphenyl)amino-2-amino-6-methylpyrimidine, mp 196°-98° C.